This data is from the Open Reaction Database (ORD), a public repository of structured organic reaction records. The task is: describe an organic reaction: reactants, conditions, products, and yield The reactants are ClCC(C)=O (1-Chloro-2-propanone), [I-].[Na+] (sodium iodide), CC(C)OC(N[C@@H]1C[C@@H](N(C2=CC=C(C=C12)N)C(C)=O)C)=O (1-methylethyl[(2S,4R)-1-acetyl-6-amino-2-methyl-1,2,3,4-tetrahydro-4-quinolinyl]carbamate), Intermediate 112, C([O-])([O-])=O.[K+].[K+] (potassium carbonate). The solvent is CC(=O)C (acetone). Run at time 15 minute. Product: C(C)(=O)N1[C@H](C[C@H](C2=CC(=CC=C12)NCC(C)=O)NC(OC(C)C)=O)C (1-methylethyl {(2S,4R)-1-acetyl-2-methyl-6-[(2-oxopropyl)amino]-1,2,3,4-tetrahydro-4-quinolinyl}carbamate). Yield: 64.0%. RXN SMILES: [CH3:1][CH:2]([O:4][C:5](=[O:22])[NH:6][C@H:7]1[C:16]2[C:11](=[CH:12][CH:13]=[C:14]([NH2:17])[CH:15]=2)[N:10]([C:18](=[O:20])[CH3:19])[C@@H:9]([CH3:21])[CH2:8]1)[CH3:3].C(=O)([O-])[O-].[K+].[K+].Cl[CH2:30][C:31](=[O:33])[CH3:32].[I-].[Na+]>CC(C)=O>[C:18]([N:10]1[C:11]2[C:16](=[CH:15][C:14]([NH:17][CH2:30][C:31](=[O:33])[CH3:32])=[CH:13][CH:12]=2)[C@H:7]([NH:6][C:5](=[O:22])[O:4][CH:2]([CH3:1])[CH3:3])[CH2:8][C@@H:9]1[CH3:21])(=[O:20])[CH3:19] |f:1.2.3,5.6|. Procedure details: To a solution of 1-methylethyl[(2S,4R)-1-acetyl-6-amino-2-methyl-1,2,3,4-tetrahydro-4-quinolinyl]carbamate (for a preparation see Intermediate 112) (1.46 g, 4.78 mmol) in acetone (15 mL) at 60° C. was added potassium carbonate (0.991 g, 7.17 mmol) and the resulting mixture was stirred at this temperature for 15 min. 1-Chloro-2-propanone (0.457 ml, 5.74 mmol) was added as well as sodium iodide (0.860 g, 5.74 mmol) and resulting mixture was stirred at 60° C. for 1 h then cooled to room temperature... The reactants are [Na] (sodium), [Si](C)(C)(C(C)(C)C)OCC(CC=1C(=C2COC(C2=CC1)=O)C)=O (5-(3-((tert-butyldimethylsilyl)oxy)-2-oxopropyl)-4-methylisobenzo furan-1(3H)-one), CC1=C(COC1=O)N1C(C2(CC1)CCNCC2)=O (2-(4-methyl-5-oxo-2,5-dihydrofuran-3-yl)-2,8-diazaspiro[4.5]decan-1-one). Reagents/catalysts: CC([O-])C.[Ti+4].CC([O-])C.CC([O-])C.CC([O-])C (titanium(IV) isopropoxide). Solvent: CO (methanol). Run at time 20 hour. Product: [Si](C)(C)(C(C)(C)C)OCC(CC=1C(=C2COC(C2=CC1)=O)C)N1CCC2(CCN(C2=O)C=2COC(C2C)=O)CC1 (8-(1-((tert-butyldimethylsilyl)oxy)-3-(4-methyl-1-oxo-1,3-dihydroisobenzofuran-5-yl)propan-2-yl)-2-(4-methyl-5-oxo-2,5-dihydrofuran-3-yl)-2,8-diazaspiro[4.5]decan-1-one). RXN SMILES: [Si:1]([O:8][CH2:9][C:10](=O)[CH2:11][C:12]1[C:13]([CH3:22])=[C:14]2[C:18](=[CH:19][CH:20]=1)[C:17](=[O:21])[O:16][CH2:15]2)([C:4]([CH3:7])([CH3:6])[CH3:5])([CH3:3])[CH3:2].[CH3:24][C:25]1[C:29](=[O:30])[O:28][CH2:27][C:26]=1[N:31]1[CH2:35][CH2:34][C:33]2([CH2:40][CH2:39][NH:38][CH2:37][CH2:36]2)[C:32]1=[O:41].[Na]>CO.CC(C)[O-].[Ti+4].CC(C)[O-].CC(C)[O-].CC(C)[O-]>[Si:1]([O:8][CH2:9][CH:10]([N:38]1[CH2:39][CH2:40][C:33]2([C:32](=[O:41])[N:31]([C:26]3[CH2:27][O:28][C:29](=[O:30])[C:25]=3[CH3:24])[CH2:35][CH2:34]2)[CH2:36][CH2:37]1)[CH2:11][C:12]1[C:13]([CH3:22])=[C:14]2[C:18](=[CH:19][CH:20]=1)[C:17](=[O:21])[O:16][CH2:15]2)([C:4]([CH3:7])([CH3:6])[CH3:5])([CH3:3])[CH3:2] |f:4.5.6.7.8,^1:41|. Reported procedure: To a solution of 5-(3-((tert-butyldimethylsilyl)oxy)-2-oxopropyl)-4-methylisobenzo furan-1(3H)-one (0.50 g, 1.5 mmol) in methanol (20 mL) was added 2-(4-methyl-5-oxo-2,5-dihydrofuran-3-yl)-2,8-diazaspiro[4.5]decan-1-one (I-17) (0.45 g, 1.8 mmol) and titanium(IV) isopropoxide (2.10 g, 7.5 mmol). After stirring at for room temperature 48 h, sodium cyanoborohyride (190 mg, 3.0 mmol) was added and the reaction mixture was stirred at room temperature for 20 h. The reaction mixture was quenched with w... Starting materials: FC(C(=O)N1[C@@H]2[C@H](CCC1)C=1C=C(C=CC1C2)OS(=O)(=O)C(F)(F)F)(F)F (trifluoro-methanesulfonic acid cis-1-(2,2,2-trifluoro-acetyl)-2,3,4,4a,9,9a-hexahydro-1H-indeno[2,1-b]pyridin-6-yl ester), CN1N=CC(=C1)B(O)O (1-methyl-pyrazol-4-yl-boronic acid), Intermediates 17. Product: FC(C(=O)N1[C@@H]2[C@H](CCC1)C=1C=C(C=CC1C2)C=2C=NN(C2)C)(F)F (cis-2,2,2-trifluoro-1-[6-(1-methyl-1H-pyrazol-4-yl)-2,3,4,4a,9,9a-hexahydro-indeno[2,1-b]pyridin-1-yl]-ethanone). Yield: 32.0%. As a reaction SMILES: [F:1][C:2]([F:27])([F:26])[C:3]([N:5]1[CH2:10][CH2:9][CH2:8][C@@H:7]2[C:11]3[CH:12]=[C:13](OS(C(F)(F)F)(=O)=O)[CH:14]=[CH:15][C:16]=3[CH2:17][C@H:6]12)=[O:4].[CH3:28][N:29]1[CH:33]=[C:32](B(O)O)[CH:31]=[N:30]1>>[F:1][C:2]([F:27])([F:26])[C:3]([N:5]1[CH2:10][CH2:9][CH2:8][C@@H:7]2[C:11]3[CH:12]=[C:13]([C:32]4[CH:31]=[N:30][N:29]([CH3:28])[CH:33]=4)[CH:14]=[CH:15][C:16]=3[CH2:17][C@H:6]12)=[O:4]. Procedure details: The title compound is prepared from trifluoro-methanesulfonic acid cis-1-(2,2,2-trifluoro-acetyl)-2,3,4,4a,9,9a-hexahydro-1H-indeno[2,1-b]pyridin-6-yl ester and 1-methyl-pyrazol-4-yl-boronic acid following a procedure analogous to that described in Step 2 of Intermediates 17 and 18. Yield: 32% of theory; LC (method 1): tR=3.88 min; Mass spectrum (ESI+): m/z=350 [M+H]+. As a reaction SMILES: [NH2:1][CH2:2][C:3]1[C:8]([CH2:9][N:10]([CH3:21])[C@@H:11]2[C:20]3[C:15](=[CH:16][CH:17]=[CH:18][CH:19]=3)[CH2:14][CH2:13][CH2:12]2)=[C:7]([CH3:22])[N:6]=[C:5]([C:23]2[C:28]([CH2:29][CH3:30])=[CH:27][CH:26]=[CH:25][C:24]=2[CH2:31][CH3:32])[N:4]=1.[C:33](OC(=O)C)(=[O:35])[CH3:34]>C(Cl)(Cl)Cl>[CH2:29]([C:28]1[CH:27]=[CH:26][CH:25]=[C:24]([CH2:31][CH3:32])[C:23]=1[C:5]1[N:4]=[C:3]([CH2:2][NH:1][C:33](=[O:35])[CH3:34])[C:8]([CH2:9][N:10]([CH3:21])[C@@H:11]2[C:20]3[C:15](=[CH:16][CH:17]=[CH:18][CH:19]=3)[CH2:14][CH2:13][CH2:12]2)=[C:7]([CH3:22])[N:6]=1)[CH3:30]. The reactants are NCC1=NC(=NC(=C1CN([C@H]1CCCC2=CC=CC=C12)C)C)C1=C(C=CC=C1CC)CC ((1S)—N-{[4-(aminomethyl)-2-(2,6-diethylphenyl)-6-methylpyrimidin-5-yl]methyl}-N-methyl-1,2,3,4-tetrahydronaphthalen-1-amine), C(C)(=O)OC(C)=O (acetic anhydride). The solvent is C(Cl)(Cl)Cl (CHCl3). Conditions: time 2 hour. Yields the product C(C)C1=C(C(=CC=C1)CC)C1=NC(=C(C(=N1)CNC(C)=O)CN([C@H]1CCCC2=CC=CC=C12)C)C (N-{[2-(2,6-diethylphenyl)-6-methyl-5-({methyl[(1S)-1,2,3,4-tetrahydronaphthalen-1-yl]amino}methyl)pyrimidin-4-yl]methyl}acetamide). Reported procedure: To a vial containing (1S)—N-{[4-(aminomethyl)-2-(2,6-diethylphenyl)-6-methylpyrimidin-5-yl]methyl}-N-methyl-1,2,3,4-tetrahydronaphthalen-1-amine (9 mg, 0.021 mmol) in CHCl3 (2.0 mL) is added acetic anhydride (0.05 mL, 25.0 eq., 0.53 mmol) and allowed to stir at room temperature for 2 h. All solvent is then removed and excess acetic anhydride is removed azeotropically with toluene (3×2 mL). The sample is re-dissolved in CHCl3 and eluted through a plug of SiO2, washing with CHCl3. Concentration af... Reactants: COC(=O)c1sc(-c2ccccc2)cc1NN(C)C, O=C(Cl)c1ccc(Cl)cc1Cl, ClCCCl, N#N. The product is COC(=O)c1sc(-c2ccccc2)cc1N(C(=O)c1ccc(Cl)cc1Cl)N(C)C. As a reaction SMILES: [CH3:1][O:2][C:3](=[O:4])[c:5]1[s:6][c:7](-[c:14]2[cH:15][cH:16][cH:17][cH:18][cH:19]2)[cH:8][c:9]1[NH:10][N:11]([CH3:12])[CH3:13].[Cl:22][c:23]1[c:24]([C:25](=[O:26])[Cl:27])[cH:28][cH:29][c:30]([Cl:32])[cH:31]1.[Cl:33][CH2:34][CH2:35][Cl:36].[N:20]#[N:21]>>[CH3:1][O:2][C:3](=[O:4])[c:5]1[s:6][c:7](-[c:14]2[cH:15][cH:16][cH:17][cH:18][cH:19]2)[cH:8][c:9]1[N:10]([N:11]([CH3:12])[CH3:13])[C:25]([c:24]1[c:23]([Cl:22])[cH:31][c:30]([Cl:32])[cH:29][cH:28]1)=[O:26]. The reactants are C(=O)(O)CN(CC(=O)O)CCN(CCN(CC(=O)O)CC(=O)OCC)CC(=O)O (N3,N6 -bis-(carboxymethyl)-N9 -(ethoxycarbonylmethyl)-3,6,9-triaza undecanedioic acid), C(C)(=O)OC(C)=O (acetic anhydride), N1=CC=CC=C1 (pyridine). Run at time 3 day. Product: O=C1OC(CN(C1)CCC(C(=O)O)N(CCNCC(=O)O)CC(=O)OCC)=O ((2,6-dioxomorpholinoethyl)-N3 -(ethoxycarbonylmethyl)-3,6-diazaoctanedioic acid). As a reaction SMILES: C(CN(CC[N:12]([CH2:26][C:27]([OH:29])=[O:28])[CH2:13][CH2:14][N:15]([CH2:20][C:21]([O:23][CH2:24][CH3:25])=[O:22])[CH2:16][C:17]([OH:19])=[O:18])CC(O)=O)(O)=O.[N:30]1C=CC=[CH:32][CH:31]=1.[C:36]([O:39][C:40](=[O:42])[CH3:41])(=[O:38])[CH3:37]>>[O:38]=[C:36]1[CH2:37][N:30]([CH2:31][CH2:32][CH:16]([N:15]([CH2:20][C:21]([O:23][CH2:24][CH3:25])=[O:22])[CH2:14][CH2:13][NH:12][CH2:26][C:27]([OH:29])=[O:28])[C:17]([OH:19])=[O:18])[CH2:41][C:40](=[O:42])[O:39]1. Reported procedure: A suspension of 21.1 g (50 mmol) of N3,N6 -bis-(carboxymethyl)-N9 -(ethoxycarbonylmethyl)-3,6,9-triaza undecanedioic acid (J. Pharm. Sci. 68, 1979, 194) in 250 ml of acetic anhydride is stirred, after the addition of 50 ml of pyridine, for 3 days at room temperature. Then the precipitate is suctioned off, it is washed three times, each time with 50 ml of acetic anhydride and it is finally stirred up for several hours with absolute diethyl ether. After suctioning off, washing with absolute diethy... The reactants are C(CCC)[Li] (n-Butyllithium), C1(CCCCC1)OC=1C=C2C(=CNC2=CC1)C[C@@H]1N(CCC1)C ((R)-5-cyclohexyloxy-3-(1-methyl-2-pyrrolidinylmethyl)-1H-indole), C1(=CC=CC=C1)S(=O)(=O)Cl (phenylsulfonyl chloride). Run in C1CCOC1 (THF). Run at temperature 0 celsius, time 40 minute. Product: C1(CCCCC1)OC=1C=C2C(=CN(C2=CC1)S(=O)(=O)C1=CC=CC=C1)C[C@@H]1N(CCC1)C ((R)-5-cyclohexyloxy-3-(1-methyl-2-pyrrolidinylmethyl)-1-phenylsulfonylindole). Yield: 16.9%. Reaction SMILES: C([Li])CCC.[CH:6]1([O:12][C:13]2[CH:14]=[C:15]3[C:19](=[CH:20][CH:21]=2)[NH:18][CH:17]=[C:16]3[CH2:22][C@H:23]2[CH2:27][CH2:26][CH2:25][N:24]2[CH3:28])[CH2:11][CH2:10][CH2:9][CH2:8][CH2:7]1.[C:29]1([S:35](Cl)(=[O:37])=[O:36])[CH:34]=[CH:33][CH:32]=[CH:31][CH:30]=1>C1COCC1>[CH:6]1([O:12][C:13]2[CH:14]=[C:15]3[C:19](=[CH:20][CH:21]=2)[N:18]([S:35]([C:29]2[CH:34]=[CH:33][CH:32]=[CH:31][CH:30]=2)(=[O:37])=[O:36])[CH:17]=[C:16]3[CH2:22][C@H:23]2[CH2:27][CH2:26][CH2:25][N:24]2[CH3:28])[CH2:7][CH2:8][CH2:9][CH2:10][CH2:11]1. Procedure: n-Butyllithium (0.19 mL, 1.45M in hexane, 0.28 mmol) was added to a solution of (R)-5-cyclohexyloxy-3-(1-methyl-2-pyrrolidinylmethyl)-1H-indole (Example 3g, 77.1 mg, 0.25 mmol) in THF (1 mL) at -78° C.; the temperature was raised to 0 ° C. and the mixture was stirred for 40 min. After recooling to -78° C., phenylsulfonyl chloride (60 μL, 0.47 mmol) was added and the mixture was allowed to warm to room temperature slowly (overnight). The mixture was quenched with water (5 mL) and extracted into d... Starting materials: OC=1C=C2CCOC(C2=CC1)=O (6-Hydroxy-isochroman-1-one), O1[C@@H](CCC1)COS(=O)(=O)C (Methanesulfonic acid (S)-1-(tetrahydro-furan-2-yl)methyl ester). Product: O1[C@@H](CCC1)COC=1C=C2CCOC(C2=CC1)=O (6-[(S)-1-(Tetrahydro-furan-2-yl)methoxy]-isochroman-1-one). As a reaction SMILES: [OH:1][C:2]1[CH:3]=[C:4]2[C:9](=[CH:10][CH:11]=1)[C:8](=[O:12])[O:7][CH2:6][CH2:5]2.[O:13]1[CH2:17][CH2:16][CH2:15][C@H:14]1[CH2:18]OS(C)(=O)=O>>[O:13]1[CH2:17][CH2:16][CH2:15][C@H:14]1[CH2:18][O:1][C:2]1[CH:3]=[C:4]2[C:9](=[CH:10][CH:11]=1)[C:8](=[O:12])[O:7][CH2:6][CH2:5]2. Reported procedure: 6-Hydroxy-isochroman-1-one was reacted with Methanesulfonic acid (S)-1-(tetrahydro-furan-2-yl)methyl ester by method K1. The product with the molecular weight of 248.28 (C14H28FN3O3) was obtained in this way; MS (ESI): 249 (M+H+).